describe an organic reaction: reactants, conditions, products, and yield From a dataset of the Open Reaction Database (ORD), a public repository of structured organic reaction records. Procedure: The solution of 4-(3,4-Dichloro-phenyl)-5-pyridin-4-yl-pyrazolidin-3-one 0.30 g, 20 mg Pd/C and 20 mL methanol was stirred at room temperature. Air was bubbled through for 2 hours. Filtered off the Pd/C catalyst, vacuumed down all solvent. The title compound was obtained as white solid 0.29 g. MS (ES+): 306 (M+H)+. Reaction SMILES: [Cl:1][C:2]1[CH:3]=[C:4]([CH:9]2[CH:13]([C:14]3[CH:19]=[CH:18][N:17]=[CH:16][CH:15]=3)[NH:12][NH:11][C:10]2=[O:20])[CH:5]=[CH:6][C:7]=1[Cl:8]>CO>[Cl:1][C:2]1[CH:3]=[C:4]([C:9]2[C:10](=[O:20])[NH:11][NH:12][C:13]=2[C:14]2[CH:15]=[CH:16][N:17]=[CH:18][CH:19]=2)[CH:5]=[CH:6][C:7]=1[Cl:8]. Yields the product ClC=1C=C(C=CC1Cl)C=1C(NNC1C1=CC=NC=C1)=O (4-(3,4-Dichloro-phenyl)-5-pyridin-4-yl-1,2-dihydro-pyrazol-3-one), solid. Starting materials: ClC=1C=C(C=CC1Cl)C1C(NNC1C1=CC=NC=C1)=O (4-(3,4-Dichloro-phenyl)-5-pyridin-4-yl-pyrazolidin-3-one). Run in CO (methanol).